From a dataset of the Open Reaction Database (ORD), a public repository of structured organic reaction records. describe an organic reaction: reactants, conditions, products, and yield The reactants are COC(=O)c1ccc(NC(=O)Oc2ccc([N+](=O)[O-])cc2)c(OC)c1, Cc1cnc(N)cn1, CCOC(C)=O, CN1CCCC1=O. RXN SMILES: [CH3:1][O:2][C:3]([c:4]1[cH:5][c:6]([O:23][CH3:24])[c:7]([NH:10][C:11]([O:13][c:12]2[cH:14][cH:15][c:16]([N+:17]([O-:18])=[O:19])[cH:20][cH:21]2)=[O:22])[cH:8][cH:9]1)=[O:25].[CH3:26][c:27]1[n:28][cH:29][c:30]([NH2:33])[n:31][cH:32]1.[CH3:34][CH2:35][O:36][C:37]([CH3:38])=[O:39].[CH3:40][N:41]1[CH2:42][CH2:43][CH2:44][C:45]1=[O:46]>>[CH3:1][O:2][C:3]([c:4]1[cH:5][c:6]([O:23][CH3:24])[c:7]([NH:10][C:11](=[O:13])[NH:33][c:30]2[cH:29][n:28][c:27]([CH3:26])[cH:32][n:31]2)[cH:8][cH:9]1)=[O:25]. The product is COC(=O)c1ccc(NC(=O)Nc2cnc(C)cn2)c(OC)c1. Reactants: BrC=1C=C(C=CC1)C(=O)N=C=S (3-bromo-1-benzenecarbonyl isothiocyanate), BrC=1C=C(C=CC1)C(=O)Cl (3-bromo-1-benzenecarbonyl chloride), ClC1=C(N)C=CC(=C1)OC1=CC=NC2=CC(=C(C=C12)OC)OC (2-Chloro-4-[(6,7-dimethoxy-4-quinolyl)oxy]aniline). Run in C(C)O (ethanol), C(C)O (ethanol), C1(=CC=CC=C1)C (toluene). Conditions: time 2 hour. Product: BrC=1C=C(C=CC1)C(=O)N=C=S (3-Bromo-1-benzenecarbonyl isothiocyanate), BrC=1C=C(C(=O)NC(=S)NC2=C(C=C(C=C2)OC2=CC=NC3=CC(=C(C=C23)OC)OC)Cl)C=CC1 (N-(3-Bromobenzoyl)-N′-{2-chloro-4-[(6,7-dimethoxy-4-quinolyl)oxy]phenyl}thiourea). Yield: 58.0%. As a reaction SMILES: BrC1C=C(C(Cl)=O)C=CC=1.[Cl:11][C:12]1[CH:18]=[C:17]([O:19][C:20]2[C:29]3[C:24](=[CH:25][C:26]([O:32][CH3:33])=[C:27]([O:30][CH3:31])[CH:28]=3)[N:23]=[CH:22][CH:21]=2)[CH:16]=[CH:15][C:13]=1[NH2:14].[Br:34][C:35]1[CH:36]=[C:37]([C:41]([N:43]=[C:44]=[S:45])=[O:42])[CH:38]=[CH:39][CH:40]=1>C1(C)C=CC=CC=1.C(O)C>[Br:34][C:35]1[CH:36]=[C:37]([C:41]([N:43]=[C:44]=[S:45])=[O:42])[CH:38]=[CH:39][CH:40]=1.[Br:34][C:35]1[CH:36]=[C:37]([CH:38]=[CH:39][CH:40]=1)[C:41]([NH:43][C:44]([NH:14][C:13]1[CH:15]=[CH:16][C:17]([O:19][C:20]2[C:29]3[C:24](=[CH:25][C:26]([O:32][CH3:33])=[C:27]([O:30][CH3:31])[CH:28]=3)[N:23]=[CH:22][CH:21]=2)=[CH:18][C:12]=1[Cl:11])=[S:45])=[O:42]. Procedure details: 3-Bromo-1-benzenecarbonyl isothiocyanate was prepared using commercially available 3-bromo-1-benzenecarbonyl chloride (80 mg) as a starting compound according to the description of the literature. 2-Chloro-4-[(6,7-dimethoxy-4-quinolyl)oxy]aniline (50 mg) was dissolved in toluene (5 ml) and ethanol (1 ml) to prepare a solution. A solution of 3-bromo-1-benzenecarbonyl isothiocyanate in ethanol (1 ml) was then added to the solution, and the mixture was stirred at room temperature for 2 hr. The reac...